This data is from the Open Reaction Database (ORD), a public repository of structured organic reaction records. The task is: describe an organic reaction: reactants, conditions, products, and yield The reactants are O=C1CCC(=O)N1Br, CC#N, Cc1ccc(-c2noc(-c3cc(-c4ccccn4)no3)n2)cc1. Product: Cc1ccc(-c2noc(-c3onc(-c4ccccn4)c3Br)n2)cc1. RXN SMILES: [Br:24][N:25]1[C:26](=[O:27])[CH2:28][CH2:29][C:30]1=[O:31].[CH3:32][C:33]#[N:34].[n:1]1[c:2](-[c:7]2[n:8][o:9][c:10](-[c:12]3[n:13][c:14](-[c:17]4[cH:18][cH:19][c:20]([CH3:23])[cH:21][cH:22]4)[n:15][o:16]3)[cH:11]2)[cH:3][cH:4][cH:5][cH:6]1>>[n:1]1[c:2](-[c:7]2[n:8][o:9][c:10](-[c:12]3[n:13][c:14](-[c:17]4[cH:18][cH:19][c:20]([CH3:23])[cH:21][cH:22]4)[n:15][o:16]3)[c:11]2[Br:24])[cH:3][cH:4][cH:5][cH:6]1. Reactants: product 29b, C(C)(C)(C)OC(=O)N(C)CCOC1=C(C=C(C=C1)[N+](=O)[O-])Cl (N-tert.butoxycarbonyl-N-methyl-[2-(2-chloro-4-nitro-phenoxy)-ethyl]-amine). Reagents/catalysts: [Ni] (Raney nickel). Yields the product C(C)(C)(C)OC(=O)N(CCOC1=C(C=C(C=C1)N)Cl)C (4-(N-tert.butoxycarbonyl-2-methylamino-ethoxy)-3-chloro-phenylamine). RXN SMILES: [C:1]([O:5][C:6]([N:8]([CH2:10][CH2:11][O:12][C:13]1[CH:18]=[CH:17][C:16]([N+:19]([O-])=O)=[CH:15][C:14]=1[Cl:22])[CH3:9])=[O:7])([CH3:4])([CH3:3])[CH3:2]>[Ni]>[C:1]([O:5][C:6]([N:8]([CH3:9])[CH2:10][CH2:11][O:12][C:13]1[CH:18]=[CH:17][C:16]([NH2:19])=[CH:15][C:14]=1[Cl:22])=[O:7])([CH3:4])([CH3:3])[CH3:2]. Procedure details: The product was obtained analogously to Intermediate product 29b starting from 4.19 g (12.7 mmol) N-tert.butoxycarbonyl-N-methyl-[2-(2-chloro-4-nitro-phenoxy)-ethyl]-amine by hydrogenation with 500 mg Raney nickel at 3 bar.